This data is from the Open Reaction Database (ORD), a public repository of structured organic reaction records. The task is: describe an organic reaction: reactants, conditions, products, and yield Starting materials: CN1CCC(CC1)C(C)(C1=CC=CC=C1)N1CCNCC1 (1-[1-(1-methylpiperidin-4-yl)-1-phenylethyl]piperazine), C1(=CC=CC=C1)C(C1=CC=CC=C1)N=C=O (diphenylmethyl isocyanate). Solvent: C(Cl)Cl (methylene chloride). Run at time 1 hour. Product: C(C1=CC=CC=C1)(C1=CC=CC=C1)NC(=O)N1CCN(CC1)C(C)(C1CCN(CC1)C)C1=CC=CC=C1 (N-Benzhydryl-4-(1-(phenyl)-1-(1-methylpiperidin-4-yl)ethyl)piperazine-1-carboxamide). Isolated yield 86.8%. As a reaction SMILES: [CH3:1][N:2]1[CH2:7][CH2:6][CH:5]([C:8]([N:16]2[CH2:21][CH2:20][NH:19][CH2:18][CH2:17]2)([C:10]2[CH:15]=[CH:14][CH:13]=[CH:12][CH:11]=2)[CH3:9])[CH2:4][CH2:3]1.[C:22]1([CH:28]([N:35]=[C:36]=[O:37])[C:29]2[CH:34]=[CH:33][CH:32]=[CH:31][CH:30]=2)[CH:27]=[CH:26][CH:25]=[CH:24][CH:23]=1>C(Cl)Cl>[CH:28]([NH:35][C:36]([N:19]1[CH2:18][CH2:17][N:16]([C:8]([C:10]2[CH:15]=[CH:14][CH:13]=[CH:12][CH:11]=2)([CH:5]2[CH2:6][CH2:7][N:2]([CH3:1])[CH2:3][CH2:4]2)[CH3:9])[CH2:21][CH2:20]1)=[O:37])([C:29]1[CH:30]=[CH:31][CH:32]=[CH:33][CH:34]=1)[C:22]1[CH:27]=[CH:26][CH:25]=[CH:24][CH:23]=1. Reported procedure: To a solution of 1-[1-(1-methylpiperidin-4-yl)-1-phenylethyl]piperazine 0.1 g (0.348 mmol) dissolved in methylene chloride (20 ml) was added diphenylmethyl isocyanate 0.073 g (0.348 mmol) and the reaction mixture was stirred at room temperature for 1 hour. The reaction mixture was washed with saturated sodium bicarbonate solution and brine, dried over sodium sulfate and concentrated. The residue was applied to flash column chromatography using methylene chloride and methanol (100:10) as eluents ... Solvent: ClCCl (dichloromethane). Conditions: time 8 hour. Product: ClC1=CC=C(C=C1)S(=O)(=O)N[C@H](C(=O)NC1=CC=C(C=C1)CC(=O)OCC)CCCC ((S)-2-(4-chlorobenzenesulfonylamino)-N-(4-(ethoxycarbonylmethyl)phenyl)hexanamide). As a reaction SMILES: [Cl:1][C:2]1[CH:7]=[CH:6][C:5]([S:8]([NH:11][C@@H:12]([CH2:16][CH2:17][CH2:18][CH3:19])[C:13]([OH:15])=O)(=[O:10])=[O:9])=[CH:4][CH:3]=1.[NH2:20][C:21]1[CH:26]=[CH:25][C:24]([CH2:27][C:28]([O:30][CH2:31][CH3:32])=[O:29])=[CH:23][CH:22]=1.C1(N=C=NC2CCCCC2)CCCCC1>ClCCl>[Cl:1][C:2]1[CH:3]=[CH:4][C:5]([S:8]([NH:11][C@@H:12]([CH2:16][CH2:17][CH2:18][CH3:19])[C:13]([NH:20][C:21]2[CH:22]=[CH:23][C:24]([CH2:27][C:28]([O:30][CH2:31][CH3:32])=[O:29])=[CH:25][CH:26]=2)=[O:15])(=[O:9])=[O:10])=[CH:6][CH:7]=1. Yield: 32.6%. Reactants: ClC1=CC=C(C=C1)S(=O)(=O)N[C@H](C(=O)O)CCCC ((S)-2-(4-chlorobenzenesulfonylamino)hexanoic acid), NC1=CC=C(C=C1)CC(=O)OCC (ethyl 4-aminophenylacetate), C1(CCCCC1)N=C=NC1CCCCC1 (N,N'-dicyclohexylcarbodiimide). Procedure: (S)-2-(4-chlorobenzenesulfonylamino)hexanoic acid (3 g) and ethyl 4-aminophenylacetate (2.116 g) were dissolved in dichloromethane (50 ml). To the solution, N,N'-dicyclohexylcarbodiimide (2.43 g) was added, and then the whole was stirred at room temperature overnight under argon. The reaction mixture was concentrated, poured in a saturated saline solution and extracted with ethyl acetate. The combined ethyl acetate layers were washed with a saturated saline solution and dried over Na2SO4. The so... Reactants: NC=1C=CC2=C(C(OC(N2C)=O)(C)C)C1 (6-amino-1,4,4-trimethyl-1,4-dihydro-2H-3,1-benzoxazin-2-one), CN(C1=CC=C(C=C1)B(O)O)C (4-dimethylaminophenyl boronic acid). Product: CN(C1=CC=C(C=C1)NC=1C=CC2=C(C(OC(N2C)=O)(C)C)C1)C (6-{[4-(dimethylamino)phenyl]amino}-1,4,4-trimethyl-1,4-dihydro-2H-3,1-benzoxazin-2-one). Reaction SMILES: [NH2:1][C:2]1[CH:3]=[CH:4][C:5]2[N:10]([CH3:11])[C:9](=[O:12])[O:8][C:7]([CH3:14])([CH3:13])[C:6]=2[CH:15]=1.[CH3:16][N:17]([CH3:27])[C:18]1[CH:23]=[CH:22][C:21](B(O)O)=[CH:20][CH:19]=1>>[CH3:16][N:17]([CH3:27])[C:18]1[CH:23]=[CH:22][C:21]([NH:1][C:2]2[CH:3]=[CH:4][C:5]3[N:10]([CH3:11])[C:9](=[O:12])[O:8][C:7]([CH3:13])([CH3:14])[C:6]=3[CH:15]=2)=[CH:20][CH:19]=1. Procedure: Prepared from 6-amino-1,4,4-trimethyl-1,4-dihydro-2H-3,1-benzoxazin-2-one and 4-dimethylaminophenyl boronic acid according to the coupling procedure described in example 1. MS (ESI) m/z [M+H]+(326). Starting materials: ClCCCCCO (5-Chloropentanol), N1C=NC=C1 (imidazole), [Si](C)(C)(C(C)(C)C)Cl (tert-butyldimethylsilyl chloride), CN(C=O)C (dimethylformamide). Run in O (water). Product: ClCCCCCO[Si](C)(C)CC(C)C ((5-Chloro-1-pentyloxy) (2,2-dimethylethyl)dimethylsilane). Reaction SMILES: [Cl:1][CH2:2][CH2:3][CH2:4][CH2:5][CH2:6][OH:7].[Si:8](Cl)([C:11](C)(C)C)([CH3:10])[CH3:9].[CH3:16]N(C)C=O.N1[CH:25]=[CH:24]N=C1>O>[Cl:1][CH2:2][CH2:3][CH2:4][CH2:5][CH2:6][O:7][Si:8]([CH2:11][CH:24]([CH3:25])[CH3:16])([CH3:10])[CH3:9]. Procedure: 5-Chloropentanol (325 g, 2.65 moles) is added to a solution containing tert-butyldimethylsilyl chloride (439 g, 2.91 moles) and dimethylformamide (1.625 liters). The solution is stirred and imidazole (199 g, 2.91 moles) is added at once. The solution is stirred at room temperature for 6 hours, after which time water (1 liter) is added and the reaction is partitioned with hexanes. The organic phase is separated and the solvent volume reduced under vacuum. The residue is dried over anhydrous magne...